This data is from the Open Reaction Database (ORD), a public repository of structured organic reaction records. The task is: describe an organic reaction: reactants, conditions, products, and yield Reactants: CC(C)C[AlH]CC(C)C (DIBAL-H), ClC1=CC=C(OCC#N)C=C1 ((4-chloro-phenoxy)-acetonitrile), NCCNS(=O)(=O)C=1C=2C=CN=CC2C=CC1 (isoquinoline-5-sulfonic acid (2-amino-ethyl)-amide). Product: Cl.Cl.ClC1=CC=C(OCCNCCNS(=O)(=O)C=2C=3C=CN=CC3C=CC2)C=C1 (Isoquinoline-5-sulfonic acid {2-[2-(4-chloro-phenoxy)-ethylamino]-ethyl}-amide di-hydrochloride). As a reaction SMILES: CC(C[AlH]CC(C)C)C.[Cl:10][C:11]1[CH:20]=[CH:19][C:14]([O:15][CH2:16][C:17]#[N:18])=[CH:13][CH:12]=1.N[CH2:22][CH2:23][NH:24][S:25]([C:28]1[C:29]2[CH:30]=[CH:31][N:32]=[CH:33][C:34]=2[CH:35]=[CH:36][CH:37]=1)(=[O:27])=[O:26]>>[ClH:10].[ClH:10].[Cl:10][C:11]1[CH:20]=[CH:19][C:14]([O:15][CH2:16][CH2:17][NH:18][CH2:22][CH2:23][NH:24][S:25]([C:28]2[C:29]3[CH:30]=[CH:31][N:32]=[CH:33][C:34]=3[CH:35]=[CH:36][CH:37]=2)(=[O:26])=[O:27])=[CH:13][CH:12]=1 |f:3.4.5|. Reported procedure: By following similar procedure as described in Example 31, DIBAL-H reduction of (4-chloro-phenoxy)-acetonitrile and subsequent reductive amination with isoquinoline-5-sulfonic acid (2-amino-ethyl)-amide gives the free amine product as oil. The free amine is converted to the di-hydrochloride salt of the title compound as a hygroscopic white powder. ESIMS: m/z 406 [(M+H)+, 35Cl], 408 [(M+H)+, 37Cl]. The reactants are ClC(C(=O)[O-])(F)F.[Na+] (Sodium chlorodifluoroacetate), C([O-])([O-])=O.[K+].[K+] (potassium carbonate), CN(C)C=O (DMF), OC1=NN(C2=CC=C(C=C12)[N+](=O)[O-])C(=O)OCC (ethyl 3-hydroxy-5-nitro-1H-indazol-1-carboxylate). The solvent is C(C)(=O)OCC (ethyl acetate). Conditions: temperature 80 celsius, time 1 hour. The product is FC(OC1=NN(C2=CC=C(C=C12)[N+](=O)[O-])C(=O)OCC)F (ethyl 3-(difluoromethoxy)-5-nitro-1H-indazol-1-carboxylate). Isolated yield 60.9%. Reaction SMILES: Cl[C:2]([F:7])([F:6])C([O-])=O.[Na+].C(=O)([O-])[O-].[K+].[K+].CN(C=O)C.[OH:20][C:21]1[C:29]2[C:24](=[CH:25][CH:26]=[C:27]([N+:30]([O-:32])=[O:31])[CH:28]=2)[N:23]([C:33]([O:35][CH2:36][CH3:37])=[O:34])[N:22]=1>C(OCC)(=O)C>[F:7][CH:2]([F:6])[O:20][C:21]1[C:29]2[C:24](=[CH:25][CH:26]=[C:27]([N+:30]([O-:32])=[O:31])[CH:28]=2)[N:23]([C:33]([O:35][CH2:36][CH3:37])=[O:34])[N:22]=1 |f:0.1,2.3.4|. Reported procedure: Sodium chlorodifluoroacetate (4.75 g) and potassium carbonate (8.58 g) were added to a DMF (3 ml) solution containing ethyl 3-hydroxy-5-nitro-1H-indazol-1-carboxylate (1.56 g), followed by stirring at 80° C. for 1 hour. The reaction solution was adjusted to room temperature and ethyl acetate was added to remove an insoluble precipitate. The organic layers were washed with a saturated ammonium chloride aqueous solution, water, and saturated saline and dried over anhydrous sodium sulfate. Then, th... The reactants are C1CCOC1, COC(Cn1ncc2cc(-n3ccc(-c4ccc(C(F)(F)F)cc4)cc3=O)ccc21)OC, Cl, O. Product: O=CCn1ncc2cc(-n3ccc(-c4ccc(C(F)(F)F)cc4)cc3=O)ccc21. RXN SMILES: [CH2:35]1[O:36][CH2:37][CH2:38][CH2:39]1.[CH3:1][O:2][CH:3]([CH2:4][n:5]1[n:6][cH:7][c:8]2[cH:9][c:10](-[n:14]3[c:15](=[O:30])[cH:16][c:17](-[c:20]4[cH:21][cH:22][c:23]([C:26]([F:27])([F:28])[F:29])[cH:24][cH:25]4)[cH:18][cH:19]3)[cH:11][cH:12][c:13]12)[O:31][CH3:32].[ClH:33].[OH2:34]>>[O:2]=[CH:3][CH2:4][n:5]1[n:6][cH:7][c:8]2[cH:9][c:10](-[n:14]3[c:15](=[O:30])[cH:16][c:17](-[c:20]4[cH:21][cH:22][c:23]([C:26]([F:27])([F:28])[F:29])[cH:24][cH:25]4)[cH:18][cH:19]3)[cH:11][cH:12][c:13]12.